From a dataset of the Open Reaction Database (ORD), a public repository of structured organic reaction records. describe an organic reaction: reactants, conditions, products, and yield RXN SMILES: [C:1]([O:7][CH2:8][CH3:9])(=[O:6])[CH2:2][C:3]([CH3:5])=[O:4].[H-].[Na+].Cl[CH2:13][CH:14]=[C:15]([CH3:17])[CH3:16]>CN(C)C=O>[CH2:8]([O:7][C:1](=[O:6])[CH:2]([C:3](=[O:4])[CH3:5])[CH2:13][CH:14]=[C:15]([CH3:17])[CH3:16])[CH3:9] |f:1.2|. The yield is 58.4%. Procedure details: To a solution of 26.05 g ethyl acetoacetate in 150 ml of dimethylformamide, 8.30 g 60% sodium hydride were added portionwise over 1 hour while the temperature rose to 60° C. After cooling down to room temperature, a solution of 24.8 g 1-chloro-3-methyl-2-butene in 50 ml of dimethylformamide was dropped in. Then the mixture was stirred at room temperature for 2.5 hours. The mixture was quenched with water and extracted with ether. The combined organic phase was dried, filtered and evaporated to d... Starting materials: C(CC(=O)C)(=O)OCC (ethyl acetoacetate), [H-].[Na+] (sodium hydride), ClCC=C(C)C (1-chloro-3-methyl-2-butene). The product is C(C)OC(C(CC=C(C)C)C(C)=O)=O (2-Acetyl-5-methyl-hex-4-enoic acid ethyl ester). Solvent: CN(C=O)C (dimethylformamide), CN(C=O)C (dimethylformamide). Reaction conditions: time 2.5 hour. Starting materials: NC=1C=NC2=CC(=C(C=C2C1N[C@@H]1[C@H](CN(CC1)C(=O)OC(C)(C)C)F)Br)F ((3S,4S)-tert-butyl 4-((3-amino-6-bromo-7-fluoroquinolin-4-yl)amino)-3-fluoropiperidine-1-carboxylate), C(C)C(C([O-])([O-])[O-])(CC)CC (triethylorthoacetate), CO.C(Cl)Cl (MeOH DCM). Yields the product BrC1=CC=2C3=C(C=NC2C=C1F)N=C(N3[C@@H]3[C@H](CN(CC3)C(=O)OC(C)(C)C)F)C ((3S,4S)-tert-butyl 4-(8-bromo-7-fluoro-2-methyl-1H-imidazo[4,5-c]quinolin-1-yl)-3-fluoropiperidine-1-carboxylate). Reaction SMILES: [NH2:1][C:2]1[CH:3]=[N:4][C:5]2[C:10]([C:11]=1[NH:12][C@H:13]1[CH2:18][CH2:17][N:16]([C:19]([O:21][C:22]([CH3:25])([CH3:24])[CH3:23])=[O:20])[CH2:15][C@@H:14]1[F:26])=[CH:9][C:8]([Br:27])=[C:7]([F:28])[CH:6]=2.CO.C(Cl)Cl.[CH2:34](C(CC)(CC)C([O-])([O-])[O-])[CH3:35]>>[Br:27][C:8]1[C:7]([F:28])=[CH:6][C:5]2[N:4]=[CH:3][C:2]3[N:1]=[C:34]([CH3:35])[N:12]([C@H:13]4[CH2:18][CH2:17][N:16]([C:19]([O:21][C:22]([CH3:25])([CH3:23])[CH3:24])=[O:20])[CH2:15][C@@H:14]4[F:26])[C:11]=3[C:10]=2[CH:9]=1 |f:1.2|. Reported procedure: (3S,4S)-tert-butyl 4-((3-amino-6-bromo-7-fluoroquinolin-4-yl)amino)-3-fluoropiperidine-1-carboxylate (27 g, 0.059 mol) was heated in triethylorthoacetate (150 mL) under N2 atmosphere for 5 h at 120° C. The reaction was monitored by TLC (5% MeOH/DCM). The volatiles were concentrated under vacuum, the obtained crude product was purified by column chromatography on silica gel (0-3% MeOH/DCM) to afford (3S,4S)-tert-butyl 4-(8-bromo-7-fluoro-2-methyl-1H-imidazo[4,5-c]quinolin-1-yl)-3-fluoropiperidine... The reactants are CCCCCC=CCC=CCC=CCCCCC(=O)OCCCCCO, CCCCCCCCC=CCCCCCCCC(=O)O, CCC=CCC=CCC=CCC=CCC=CCCCC(=O)O. The product is CCC=CCC=CCC=CCC=CCC=CCCCC(=O)OCCCCCOC(=O)CCCCC=CCC=CCC=CCCCCC. RXN SMILES: [C:1]([CH2:2][CH2:3][CH2:4][CH2:5][CH:6]=[CH:7][CH2:8][CH:9]=[CH:10][CH2:11][CH:12]=[CH:13][CH2:14][CH2:15][CH2:16][CH2:17][CH3:18])(=[O:19])[O:20][CH2:21][CH2:22][CH2:23][CH2:24][CH2:25][OH:26].[C:27]([OH:28])(=[O:29])[CH2:30][CH2:31][CH2:32][CH2:33][CH2:34][CH2:35][CH2:36][CH:37]=[CH:38][CH2:39][CH2:40][CH2:41][CH2:42][CH2:43][CH2:44][CH2:45][CH3:46].[C:47]([CH2:48][CH2:49][CH2:50][CH:51]=[CH:52][CH2:53][CH:54]=[CH:55][CH2:56][CH:57]=[CH:58][CH2:59][CH:60]=[CH:61][CH2:62][CH:63]=[CH:64][CH2:65][CH3:66])(=[O:67])[OH:68]>>[C:1]([CH2:2][CH2:3][CH2:4][CH2:5][CH:6]=[CH:7][CH2:8][CH:9]=[CH:10][CH2:11][CH:12]=[CH:13][CH2:14][CH2:15][CH2:16][CH2:17][CH3:18])(=[O:19])[O:20][CH2:21][CH2:22][CH2:23][CH2:24][CH2:25][O:26][C:47]([CH2:48][CH2:49][CH2:50][CH:51]=[CH:52][CH2:53][CH:54]=[CH:55][CH2:56][CH:57]=[CH:58][CH2:59][CH:60]=[CH:61][CH2:62][CH:63]=[CH:64][CH2:65][CH3:66])=[O:67]. Starting materials: C1=CC(=CC=C1[C@H]([C@@H](CO)NC(=O)C(Cl)Cl)O)[N+](=O)[O-] (chloramphenicol), C1=CC(=CC=C1[C@H]([C@@H](CO)NC(=O)C(Cl)Cl)O)[N+](=O)[O-] (chloramphenicol), C1=CC(=CC=C1[C@H]([C@@H](CO)NC(=O)C(Cl)Cl)O)[N+](=O)[O-] (chloramphenicol), N1[C@H](C(=O)O)CCC1 (proline), C1=CC(=CC=C1[C@H]([C@@H](CO)NC(=O)C(Cl)Cl)O)[N+](=O)[O-] (chloramphenicol). Reaction conditions: time 8 hour. The product is N1[C@H](C(=O)O)C[C@@H](O)C1 (Hydroxyproline). RXN SMILES: C1C([C@@H](O)[C@H](NC(C(Cl)Cl)=O)C[OH:10])=CC=C([N+]([O-])=O)C=1.[NH:21]1[CH2:28][CH2:27][CH2:26][C@H:22]1[C:23]([OH:25])=[O:24]>>[NH:21]1[CH2:28][C@H:27]([OH:10])[CH2:26][C@H:22]1[C:23]([OH:25])=[O:24]. Reported procedure: A plasmid (pHuCol(α1)Ec, FIG. 65) containing the gene for Type I (α1) collagen with optimized E. coli codon usage (FIG. 39A-39E) (SEQ. ID. NO. 19) under control of the tac promoter and containing the gene for chloramphenicol resistance was used to transform by electroporation proline auxotrophic E. coli strain JM109 (F-). Transformation cultures were plated on LB agar containing 20 μg/ml chloramphenicol. After overnight incubation at 37° C., a single colony from a fresh transformation plate was ... Reactants: CN(C)C=O, Fc1ccc(N2CCN(CCCCl)CC2)cc1, [H-], [I-], O=C1CNCC(=O)N1, [Na+], [Na+], O=C1CN(Cc2ccccn2)CC(=O)N1. The product is O=C1CN(Cc2ccccn2)CC(=O)N1CCCN1CCN(c2ccc(F)cc2)CC1. As a reaction SMILES: [CH3:45][N:46]([CH3:47])[CH:48]=[O:49].[F:18][c:19]1[cH:20][cH:21][c:22]([N:25]2[CH2:26][CH2:27][N:28]([CH2:31][CH2:32][CH2:33][Cl:34])[CH2:29][CH2:30]2)[cH:23][cH:24]1.[H-:1].[I-:36].[NH:37]1[C:38](=[O:39])[CH2:40][NH:41][CH2:42][C:43]1=[O:44].[Na+:2].[Na+:35].[n:3]1[c:4]([CH2:9][N:10]2[CH2:11][C:12](=[O:17])[NH:13][C:14](=[O:16])[CH2:15]2)[cH:5][cH:6][cH:7][cH:8]1>>[n:3]1[c:4]([CH2:9][N:10]2[CH2:11][C:12](=[O:17])[N:13]([CH2:33][CH2:32][CH2:31][N:28]3[CH2:27][CH2:26][N:25]([c:22]4[cH:21][cH:20][c:19]([F:18])[cH:24][cH:23]4)[CH2:30][CH2:29]3)[C:14](=[O:16])[CH2:15]2)[cH:5][cH:6][cH:7][cH:8]1.